Dataset: the Open Reaction Database (ORD), a public repository of structured organic reaction records. Task: describe an organic reaction: reactants, conditions, products, and yield Yield: 100.0%. Starting materials: 412, N,N'-methanetetraylbis[cyclohexanamine], O1CCCC1 (tetrahydrofuran), CN1CCC(CC1)N (1-methyl-4-piperidinamine), C(=S)=S (carbon disulfide). Procedure: To a stirred mixture of 412 parts of N,N'-methanetetraylbis[cyclohexanamine] and 2225 parts of tetrahydrofuran there were added dropwise 1092 parts of carbon disulfide and, after cooling to -10° C., portionwise 228 parts of 1-methyl-4-piperidinamine. The whole was stirred for 1 hour at room temperature and was then evaporated. The residue was recrystallized from 2,2'-oxybispropane. The product was filtered off and dried, yielding 416.6 parts (100%) of 4-isothiocyanato-1-methylpiperidine (interm.... Reaction conditions: temperature -10 celsius, time 1 hour. As a reaction SMILES: O1CCCC1.[CH3:6][N:7]1[CH2:12][CH2:11][CH:10]([NH2:13])[CH2:9][CH2:8]1.[C:14](=S)=[S:15]>>[N:13]([CH:10]1[CH2:11][CH2:12][N:7]([CH3:6])[CH2:8][CH2:9]1)=[C:14]=[S:15]. Yields the product 416.6, N(=C=S)C1CCN(CC1)C (4-isothiocyanato-1-methylpiperidine). The reactants are O=C(O)C=Cc1ccc(N2CC(=O)NS2(=O)=O)c(OCc2ccccc2)c1, Nc1ccccc1N. Product: Nc1ccccc1NC(=O)C=Cc1ccc(N2CC(=O)NS2(=O)=O)c(OCc2ccccc2)c1. As a reaction SMILES: [CH2:1]([c:2]1[cH:3][cH:4][cH:5][cH:6][cH:7]1)[O:8][c:9]1[cH:10][c:11]([CH:23]=[CH:24][C:25](=[O:26])[OH:27])[cH:12][cH:13][c:14]1[N:15]1[S:16](=[O:21])(=[O:22])[NH:17][C:18](=[O:20])[CH2:19]1.[NH2:28][c:29]1[c:30]([NH2:35])[cH:31][cH:32][cH:33][cH:34]1>>[CH2:1]([c:2]1[cH:3][cH:4][cH:5][cH:6][cH:7]1)[O:8][c:9]1[cH:10][c:11]([CH:23]=[CH:24][C:25](=[O:27])[NH:35][c:30]2[c:29]([NH2:28])[cH:34][cH:33][cH:32][cH:31]2)[cH:12][cH:13][c:14]1[N:15]1[S:16](=[O:21])(=[O:22])[NH:17][C:18](=[O:20])[CH2:19]1. Reaction SMILES: [CH2:1]([CH3:2])[C:3]1([OH:28])[CH2:4][C:5](=[O:27])[O:6][CH2:7][c:8]2[c:9](=[O:26])[n:10]3[c:23]([cH:24][c:25]21)-[c:13]1[c:12]([cH:21][c:20]2[c:15]([n:14]1)[cH:16][c:17]([F:22])[cH:18][cH:19]2)[CH2:11]3.[CH:29]1([CH2:35][CH2:36][CH:37]=[O:38])[CH2:30][CH2:31][CH2:32][CH2:33][CH2:34]1>>[CH2:1]([CH3:2])[C:3]1([OH:28])[CH2:4][C:5](=[O:27])[O:6][CH2:7][c:8]2[c:9](=[O:26])[n:10]3[c:23]([cH:24][c:25]21)-[c:13]1[c:12]([c:21]([CH2:36][CH2:35][CH:29]2[CH2:30][CH2:31][CH2:32][CH2:33][CH2:34]2)[c:20]2[c:15]([n:14]1)[cH:16][c:17]([F:22])[cH:18][cH:19]2)[CH2:11]3. The reactants are CCC1(O)CC(=O)OCc2c1cc1n(c2=O)Cc2cc3ccc(F)cc3nc2-1, O=CCCC1CCCCC1. Product: CCC1(O)CC(=O)OCc2c1cc1n(c2=O)Cc2c-1nc1cc(F)ccc1c2CCC1CCCCC1. The reactants are CC(C)C[Al+]CC(C)C, C1CCOC1, CC(CC(C#N)(c1ccccc1)c1ccccc1)N(C)C, Cc1ccccc1, [H-]. Yields the product CC(CC(C=O)(c1ccccc1)c1ccccc1)N(C)C. Reaction SMILES: [CH2:2]([Al+:3][CH2:4][CH:5]([CH3:6])[CH3:7])[CH:8]([CH3:9])[CH3:10].[CH2:32]1[CH2:35][CH2:34][CH2:33][O:36]1.[CH3:11][N:12]([CH:13]([CH2:14][C:15]([C:16]#[N:17])([c:18]1[cH:19][cH:20][cH:21][cH:22][cH:23]1)[c:24]1[cH:25][cH:26][cH:27][cH:28][cH:29]1)[CH3:30])[CH3:31].[CH3:37][c:38]1[cH:39][cH:40][cH:41][cH:42][cH:43]1.[H-:1]>>[CH3:11][N:12]([CH:13]([CH2:14][C:15]([CH:16]=[O:36])([c:18]1[cH:19][cH:20][cH:21][cH:22][cH:23]1)[c:24]1[cH:25][cH:26][cH:27][cH:28][cH:29]1)[CH3:30])[CH3:31]. Reactants: ClC1=CC=C2C(=CN(C2=C1)CC(=O)NC)C(C(F)(F)F)=O (2-[6-Chloro-3-(2,2,2-trifluoro-acetyl)-indol-1-yl]-N-methyl-acetamide), C[Si]([O-])(C)C.[Na+] (sodium trimethylsilanolate). Run in ClCCCl (DCE). Run at time 20 minute. The product is ClC1=CC=C2C(=CN(C2=C1)CC(NC)=O)C(=O)O (6-Chloro-1-methylcarbamoylmethyl-1H-indole-3-carboxylic acid). Isolated yield 27.0%. RXN SMILES: [Cl:1][C:2]1[CH:10]=[C:9]2[C:5]([C:6]([C:16](=[O:21])C(F)(F)F)=[CH:7][N:8]2[CH2:11][C:12]([NH:14][CH3:15])=[O:13])=[CH:4][CH:3]=1.C[Si](C)(C)[O-:24].[Na+]>ClCCCl>[Cl:1][C:2]1[CH:10]=[C:9]2[C:5]([C:6]([C:16]([OH:21])=[O:24])=[CH:7][N:8]2[CH2:11][C:12](=[O:13])[NH:14][CH3:15])=[CH:4][CH:3]=1 |f:1.2|. Procedure: 2-[6-Chloro-3-(2,2,2-trifluoro-acetyl)-indol-1-yl]-N-methyl-acetamide was suspensed in DCE and treated with (2.2 eq.) of sodium trimethylsilanolate. After shaking at room temperature for 20 min, the mixture was concentrated in vacuo and purified by prep. HPLC to give the title compound in 27% yield.